Dataset: the Open Reaction Database (ORD), a public repository of structured organic reaction records. Task: describe an organic reaction: reactants, conditions, products, and yield Reaction conditions: time 1 hour. Isolated yield 26.1%. Reported procedure: 2-Trimethylsilyl-3-furancarboxylic acid (16.4 g) (synthesized in accordance with the method described in J. C. S. Perkin, 1, 1125 (1981)) was dissolved in N,N-dimethylformamide (50 ml), and potassium carbonate (12.3 g) and iodoethane (13.9 g) were added. The mixture was stirred at room temperature for 15 hours, poured into ice water and extracted with diethyl ether. The extract was washed with water and saturated aqueous sodium chloride, dried over anhydrous magnesium sulfate and concentrated un... The product is C(C)OC(=O)C1=C(OC=C1)Cl (2-chloro-3-furancarboxylic acid ethyl ester). Run in C(C)#N (acetonitrile), C(C)#N (acetonitrile). Starting materials: S(=O)(=O)(Cl)Cl (sulfuryl chloride), C(C)OC(=O)C1=C(OC=C1)[Si](C)(C)C (2-Trimethylsilyl-3-furancarboxylic acid ethyl ester), ice water. As a reaction SMILES: [CH2:1]([O:3][C:4]([C:6]1[CH:10]=[CH:9][O:8][C:7]=1[Si](C)(C)C)=[O:5])[CH3:2].S(Cl)([Cl:18])(=O)=O>C(#N)C>[CH2:1]([O:3][C:4]([C:6]1[CH:10]=[CH:9][O:8][C:7]=1[Cl:18])=[O:5])[CH3:2]. Starting materials: Cl, CC(=O)N(CCCN1C(=O)c2ccccc2C1=O)c1ccc(-c2cc(=O)c3c(N)c(F)cc(F)c3o2)cc1, [Na+], C1COCCO1, [OH-]. The product is Nc1c(F)cc(F)c2oc(-c3ccc(NCCCN4C(=O)c5ccccc5C4=O)cc3)cc(=O)c12. As a reaction SMILES: [ClH:39].[NH2:1][c:2]1[c:3]([F:38])[cH:4][c:5]([F:37])[c:6]2[c:7]1[c:8](=[O:36])[cH:9][c:10](-[c:12]1[cH:13][cH:14][c:15]([N:18]([CH2:19][CH2:20][CH2:21][N:22]3[C:23](=[O:32])[c:24]4[c:25]([cH:28][cH:29][cH:30][cH:31]4)[C:26]3=[O:27])[C:33](=[O:34])[CH3:35])[cH:16][cH:17]1)[o:11]2.[Na+:41].[O:42]1[CH2:43][CH2:44][O:45][CH2:46][CH2:47]1.[OH-:40]>>[NH2:1][c:2]1[c:3]([F:38])[cH:4][c:5]([F:37])[c:6]2[c:7]1[c:8](=[O:36])[cH:9][c:10](-[c:12]1[cH:13][cH:14][c:15]([NH:18][CH2:19][CH2:20][CH2:21][N:22]3[C:23](=[O:32])[c:24]4[c:25]([cH:28][cH:29][cH:30][cH:31]4)[C:26]3=[O:27])[cH:16][cH:17]1)[o:11]2. Starting materials: C(C)(C)(C)OC(NC1=C(C=C(C(=C1)N(C)C)C(F)(F)F)N)=O ((2-amino-5-dimethylamino-4-trifluoromethyl-phenyl)-carbamic acid tert-butyl ester), C(C)(C)(C)OC(CC(=O)C1=CC(=CC=C1)C=1N=NC(=CC1)OC)=O (3-[3-(6-methoxy-pyridazin-3-yl)-phenyl]-3-oxo-propionic acid tert-butyl ester). Product: C(C)(C)(C)OC(NC1=C(C=C(C(=C1)N(C)C)C(F)(F)F)NC(CC(=O)C1=CC(=CC=C1)C=1N=NC(=CC1)OC)=O)=O ((5-Dimethylamino-2-{3-[3-(6-methoxy-pyridazin-3-yl)-phenyl]-3-oxo-propionylamino}-4-trifluoromethyl-phenyl)-carbamic acid tert-butyl ester), solid. Reaction SMILES: [C:1]([O:5][C:6](=[O:22])[NH:7][C:8]1[CH:13]=[C:12]([N:14]([CH3:16])[CH3:15])[C:11]([C:17]([F:20])([F:19])[F:18])=[CH:10][C:9]=1[NH2:21])([CH3:4])([CH3:3])[CH3:2].C([O:27][C:28](=O)[CH2:29][C:30]([C:32]1[CH:37]=[CH:36][CH:35]=[C:34]([C:38]2[N:39]=[N:40][C:41]([O:44][CH3:45])=[CH:42][CH:43]=2)[CH:33]=1)=[O:31])(C)(C)C>>[C:1]([O:5][C:6](=[O:22])[NH:7][C:8]1[CH:13]=[C:12]([N:14]([CH3:16])[CH3:15])[C:11]([C:17]([F:20])([F:19])[F:18])=[CH:10][C:9]=1[NH:21][C:28](=[O:27])[CH2:29][C:30]([C:32]1[CH:37]=[CH:36][CH:35]=[C:34]([C:38]2[N:39]=[N:40][C:41]([O:44][CH3:45])=[CH:42][CH:43]=2)[CH:33]=1)=[O:31])([CH3:4])([CH3:2])[CH3:3]. Procedure: The title compound was prepared from (2-amino-5-dimethylamino-4-trifluoromethyl-phenyl)-carbamic acid tert-butyl ester (Example J1) (239 mg, 0.75 mmol) and 3-[3-(6-methoxy-pyridazin-3-yl)-phenyl]-3-oxo-propionic acid tert-butyl ester (Example K7) (246 mg, 0.75 mmol) according to the general procedure M. Obtained as an off-white solid (317 mg). The product is CNCC1Cc2cc(F)cc(-c3ccccc3OC)c2O1. Reactants: COc1ccccc1-c1cc(F)cc2c1OC(COS(=O)(=O)c1ccc(C)cc1)C2, CN, Cl. RXN SMILES: [CH3:2][c:3]1[cH:4][cH:5][c:6]([S:7]([O:8][CH2:13][CH:14]2[O:15][c:16]3[c:17]([cH:19][c:20]([F:31])[cH:21][c:22]3-[c:23]3[c:24]([O:29][CH3:30])[cH:25][cH:26][cH:27][cH:28]3)[CH2:18]2)(=[O:9])=[O:10])[cH:11][cH:12]1.[CH3:32][NH2:33].[ClH:1]>>[CH2:13]([CH:14]1[O:15][c:16]2[c:17]([cH:19][c:20]([F:31])[cH:21][c:22]2-[c:23]2[c:24]([O:29][CH3:30])[cH:25][cH:26][cH:27][cH:28]2)[CH2:18]1)[NH:33][CH3:32]. Starting materials: BrC1=[N+](C(=CC(=C1)[N+](=O)[O-])C)[O-] (2-Bromo-6-methyl-4-nitro-pyridine 1-oxide), [O-]CC.[Na+] (sodium ethoxide). The solvent is C(C)O (ethanol). Product: BrC1=[N+](C(=CC(=C1)OCC)C)[O-] (2-Bromo-6-methyl-4-ethoxy-pyridine 1-oxide). Yield: 83.7%. RXN SMILES: [Br:1][C:2]1[CH:7]=[C:6]([N+]([O-])=O)[CH:5]=[C:4]([CH3:11])[N+:3]=1[O-:12].[O-:13][CH2:14][CH3:15].[Na+]>C(O)C>[Br:1][C:2]1[CH:7]=[C:6]([O:13][CH2:14][CH3:15])[CH:5]=[C:4]([CH3:11])[N+:3]=1[O-:12] |f:1.2|. Procedure: 2-Bromo-6-methyl-4-nitro-pyridine 1-oxide (1 g, 4.3 mmol) was dissolved in ethanol (anhydrous, 50 ml), and sodium ethoxide (21% in ethanol, 1.4 ml, 4.3 mmol) was added dropwise with stirring. The mixture was stirred at room temperature overnight, concentrated under reduced pressure, the residue was taken up in DCM (50 ml), the mixture was washed with water (50 ml), dried (sodium sulfate) and concentrated under reduced pressure to yield 0.84 g of brown yellow crystals (3.6 mmol, 84%).